Dataset: the Open Reaction Database (ORD), a public repository of structured organic reaction records. Task: describe an organic reaction: reactants, conditions, products, and yield Reactants: C(C)(C)N1CCC(CC1)OC1=CC=C(C=C1)C1(CCOCC1)CNC(OC(C)(C)C)=O (tert-butyl [4-(4-[(1-isopropylpiperidin-4-yl)oxy]phenyl)tetrahydro-2H-pyran-4-yl]methylcarbamate), [H-].[H-].[H-].[H-].[Li+].[Al+3] (LiAlH4), O (water), [OH-].[Na+] (sodium hydroxide), [H-].[H-].[H-].[H-].[Li+].[Al+3] (LiAlH4), O (water). Solvent: C1CCOC1 (THF), ClCCl (dichloromethane), CO (methanol). Reaction conditions: temperature 40 celsius. Product: C(C)(C)N1CCC(CC1)OC1=CC=C(C=C1)C1(CCOCC1)CNC (N-[(4-{4-[(1-isopropylpiperidin-4-yl)oxy]phenyl}tetrahydro-2H-pyran-4-yl)methyl]-N-methylamine). Isolated yield 93.6%. As a reaction SMILES: [CH:1]([N:4]1[CH2:9][CH2:8][CH:7]([O:10][C:11]2[CH:16]=[CH:15][C:14]([C:17]3([CH2:23][NH:24][C:25](=O)OC(C)(C)C)[CH2:22][CH2:21][O:20][CH2:19][CH2:18]3)=[CH:13][CH:12]=2)[CH2:6][CH2:5]1)([CH3:3])[CH3:2].[H-].[H-].[H-].[H-].[Li+].[Al+3].O.[OH-].[Na+]>C1COCC1.ClCCl.CO>[CH:1]([N:4]1[CH2:9][CH2:8][CH:7]([O:10][C:11]2[CH:16]=[CH:15][C:14]([C:17]3([CH2:23][NH:24][CH3:25])[CH2:18][CH2:19][O:20][CH2:21][CH2:22]3)=[CH:13][CH:12]=2)[CH2:6][CH2:5]1)([CH3:3])[CH3:2] |f:1.2.3.4.5.6,8.9|. Reported procedure: To a stirred solution of tert-butyl [4-(4-[(1-isopropylpiperidin-4-yl)oxy]phenyl)tetrahydro-2H-pyran-4-yl]methylcarbamate (532 mg, 1.23 mmol) in THF (3.5 ml) at 0° C. was added dropwise a solution of LiAlH4 (1.0M solution in Et2O, 3.69 ml, 3.69 mmol). Reaction stirred for 60 hours at ambient temperature before a further dropwise addition of LiAlH4 (1.0M solution in Et2O, 0.6 ml, 0.6 mmol). Heated at 40° C. until reaction complete. The reaction was then cooled to 0° C., water (0.2 ml) was added d...